This data is from the Open Reaction Database (ORD), a public repository of structured organic reaction records. The task is: describe an organic reaction: reactants, conditions, products, and yield The reactants are C(CN)N (ethylene diamine), C(#N)[Cu] (CuCN), CN(C=O)C (dimethylformamide), C(CCCCCCC)OC1=CC=C(C(=O)OC2(CC=CC=C2)CCC2=CC=C(C=C2)Br)C=C1 (1-(4'-octyloxybenzoyloxy) phenyl-2-(4-bromophenyl) ethane). Solvent: O (water), C1=CC=CC=C1 (Benzene). Conditions: time 6 hour. The product is C(CCCCCCC)OC1=CC=C(C(=O)OC2(CC=CC=C2)CCC2=CC=C(C=C2)C#N)C=C1 (1-(4'-octyloxybenzoyloxy) phenyl-2-(4-cyanophenyl) ethane). As a reaction SMILES: [C:1]([Cu])#[N:2].CN(C)C=O.[CH2:9]([O:17][C:18]1[CH:41]=[CH:40][C:21]([C:22]([O:24][C:25]2([CH2:31][CH2:32][C:33]3[CH:38]=[CH:37][C:36](Br)=[CH:35][CH:34]=3)[CH:30]=[CH:29][CH:28]=[CH:27][CH2:26]2)=[O:23])=[CH:20][CH:19]=1)[CH2:10][CH2:11][CH2:12][CH2:13][CH2:14][CH2:15][CH3:16].C(N)CN>O.C1C=CC=CC=1>[CH2:9]([O:17][C:18]1[CH:19]=[CH:20][C:21]([C:22]([O:24][C:25]2([CH2:31][CH2:32][C:33]3[CH:38]=[CH:37][C:36]([C:1]#[N:2])=[CH:35][CH:34]=3)[CH:26]=[CH:27][CH:28]=[CH:29][CH2:30]2)=[O:23])=[CH:40][CH:41]=1)[CH2:10][CH2:11][CH2:12][CH2:13][CH2:14][CH2:15][CH3:16]. Reported procedure: The following are successively charged into an Erlenmeyer flask: 0.24 g (≃0.0027 mole) of CuCN, 1.5 ml of dimethylformamide (DMF) and 1 g (>0.002 mole) of 1-(4'-octyloxybenzoyloxy) phenyl-2-(4-bromophenyl) ethane. The whole is brought to 160° C. fot six hours while stirring briskly. The mixture is then allowed to cool to ambient temperature. It is poured into a solution of 0.7 g of ethylene diamine in 10 ml of water. It is stirred again for an hour. Benzene is poured into the solution in order t... Run at temperature 0 celsius, time 8 hour. Run in ClCCl (dichloromethane), ClCCl (dichloromethane). The product is C(CCCCCCCCCC)OC=1C=C(CCl)C=C(C1)OCCCCCCCCCCC (3,5-diundecoxybenzyl Chloride). RXN SMILES: CN(C=O)C.S(Cl)([Cl:8])=O.[CH2:10]([O:21][C:22]1[CH:23]=[C:24]([CH:27]=[C:28]([O:30][CH2:31][CH2:32][CH2:33][CH2:34][CH2:35][CH2:36][CH2:37][CH2:38][CH2:39][CH2:40][CH3:41])[CH:29]=1)[CH2:25]O)[CH2:11][CH2:12][CH2:13][CH2:14][CH2:15][CH2:16][CH2:17][CH2:18][CH2:19][CH3:20].N1C=CC=CC=1>ClCCl>[CH2:10]([O:21][C:22]1[CH:23]=[C:24]([CH:27]=[C:28]([O:30][CH2:31][CH2:32][CH2:33][CH2:34][CH2:35][CH2:36][CH2:37][CH2:38][CH2:39][CH2:40][CH3:41])[CH:29]=1)[CH2:25][Cl:8])[CH2:11][CH2:12][CH2:13][CH2:14][CH2:15][CH2:16][CH2:17][CH2:18][CH2:19][CH3:20]. Yield: 94.5%. The reactants are CN(C)C=O (DMF), C(CCCCCCCCCC)OC=1C=C(CO)C=C(C1)OCCCCCCCCCCC (3,5-diundecoxybenzyl alcohol), S(=O)(Cl)Cl (Thionyl chloride), C(CCCCCCCCCC)OC=1C=C(CO)C=C(C1)OCCCCCCCCCCC (3,5-diundecoxybenzyl alcohol), N1=CC=CC=C1 (pyridine). Procedure: Dry dichloromethane (5 mL), DMF (3.04 mL, 39.2 mmol) and a magnetic stir bar were placed into a 250 mL RBF, and the RBF was sealed with a rubber septum. N2 inlet and outlet needles were inserted into the septum. The flask was then cooled to 0° C. in an ice bath. Thionyl chloride (2.86 mL, 39.2 mmol) was added to the RBF via a syringe. The RBF was placed into an ice bath and cooled to 0° C. 3,5-diundecoxybenzyl alcohol (15.0 g, 35.7 mmol) was dissolved in a solution of dichloromethane (60 mL) and... Starting materials: N (Ammonia), Cl.C1(=CC=CC=C1)CC(OC)=N (Methyl phenylacetimidate hydrochloride), Cl.NO (hydroxylamine hydrochloride), N (ammonia). Solvent: CN(C=O)C (dimethyl formamide). Product: ON=C(CC1=CC=CC=C1)OC (methyl N-hydroxyphenylacetimidate). The yield is 84.8%. RXN SMILES: Cl.[C:2]1([CH2:8][C:9](=[NH:12])[O:10][CH3:11])[CH:7]=[CH:6][CH:5]=[CH:4][CH:3]=1.Cl.N[OH:15].N>CN(C)C=O>[OH:15][N:12]=[C:9]([O:10][CH3:11])[CH2:8][C:2]1[CH:7]=[CH:6][CH:5]=[CH:4][CH:3]=1 |f:0.1,2.3|. Procedure details: Methyl phenylacetimidate hydrochloride (30.9 grams; 0.167 mole) was stirred with solid hydroxylamine hydrochloride (12.8 grams; 0.184 mole) in dimethyl formamide (120 ml) while ammonia gas was added slowly without cooling. Ammonia addition (approximately 5 grams) was stopped when the temperature of the mixture peaked at 40° C. and dropped to 29° C. The slurry was then cooled in an ice bath and filtered. The filtrate (131 grams) was analyzed by GC and GC-mass spectroscopy and established to conta... Reactants: Cl (hydrochloric acid), C(C)(=O)OC=1C(=C2CCC(OC2=C(C1C)C)(C)COC1=CC=C(C=C1)CC(C(=O)OCC)Cl)C (ethyl 3-[4-(6-acetoxy-2,5,7,8-tetramethylchroman-2-ylmethoxy)phenyl]-2-chloropropionate), NC(=S)N (thiourea), S1(=O)(=O)CCCC1 (sulfolane), C([O-])(O)=O.[Na+] (sodium bicarbonate), C(=O)=O (carbon dioxide). Solvent: O (water), C(C)(=O)O (acetic acid). Product: OC=1C(=C2CCC(OC2=C(C1C)C)(C)COC1=CC=C(CC2C(NC(S2)=N)=O)C=C1)C (5 -[4-(6-hydroxy-2,5,7,8-tetramethylchroman-2-ylmethoxy)benzyl]-2-iminothiazolidin-4-one). Isolated yield 25.4%. As a reaction SMILES: C([O:4][C:5]1[C:6]([CH3:34])=[C:7]2[C:12](=[C:13]([CH3:16])[C:14]=1[CH3:15])[O:11][C:10]([CH2:18][O:19][C:20]1[CH:25]=[CH:24][C:23]([CH2:26][CH:27](Cl)[C:28](OCC)=[O:29])=[CH:22][CH:21]=1)([CH3:17])[CH2:9][CH2:8]2)(=O)C.[NH2:35][C:36]([NH2:38])=[S:37].S1(CCCC1)(=O)=O.Cl.C(=O)(O)[O-].[Na+].C(=O)=O>O.C(O)(=O)C>[OH:4][C:5]1[C:6]([CH3:34])=[C:7]2[C:12](=[C:13]([CH3:16])[C:14]=1[CH3:15])[O:11][C:10]([CH2:18][O:19][C:20]1[CH:25]=[CH:24][C:23]([CH2:26][CH:27]3[S:37][C:36](=[NH:35])[NH:38][C:28]3=[O:29])=[CH:22][CH:21]=1)([CH3:17])[CH2:9][CH2:8]2 |f:4.5|. Procedure: A mixture of 9.6 g of ethyl 3-[4-(6-acetoxy-2,5,7,8-tetramethylchroman-2-ylmethoxy)phenyl]-2-chloropropionate, 1.8 g of thiourea and 11 ml of sulfolane was reacted for 80 minutes under a nitrogen stream at 115°-120° C. Subsequently, a mixture of 90 ml of acetic acid, 30 ml of concentrated hydrochloric acid and 15 ml of water was added to this, and the resulting mixture was further heated for 12 hours at 85°-90° C. 27 g of sodium bicarbonate were added to this reaction mixture, and, once evolutio... Starting materials: CCOC(=O)c1c(-c2ccc(C)cc2)csc1N, CC(=O)O, O=C1OC(=O)c2ccccc21. Product: CCOC(=O)c1c(-c2ccc(C)cc2)csc1N1C(=O)c2ccccc2C1=O. Reaction SMILES: [CH2:1]([CH3:2])[O:3][C:4](=[O:5])[c:6]1[c:7]([NH2:18])[s:8][cH:9][c:10]1-[c:11]1[cH:12][cH:13][c:14]([CH3:17])[cH:15][cH:16]1.[CH3:30][C:31](=[O:32])[OH:33].[O:19]=[C:20]1[O:21][C:22](=[O:23])[c:24]2[cH:25][cH:26][cH:27][cH:28][c:29]21>>[CH2:1]([CH3:2])[O:3][C:4](=[O:5])[c:6]1[c:7]([N:18]2[C:20](=[O:19])[c:29]3[c:24]([cH:25][cH:26][cH:27][cH:28]3)[C:22]2=[O:21])[s:8][cH:9][c:10]1-[c:11]1[cH:12][cH:13][c:14]([CH3:17])[cH:15][cH:16]1. The reactants are ClC1=NC=CC(=N1)C1=C(N=C2N1C=CC=C2)C=2C=CC(=C(C(=O)NC1=C(C=CC=C1F)F)C2)OC (5-[3-(2-Chloro-4-pyrimidinyl)imidazo[1,2-a]pyridin-2-yl]-N-(2,6-difluorophenyl)-2-(methyloxy)benzamide), C(C(F)(F)F)O (trifluoroethanol), CC=1C(=CC(=C(N)C1)OC)N1CCN(CC1)CCOC (5-methyl-2-(methyloxy)-4-{4-[2-(methyloxy)ethyl]-1-piperazinyl}aniline), C1(=CC=C(C=C1)S(=O)(=O)O)C (p-toluenesulfonicacid), N (ammonia). Run in C(Cl)Cl (DCM), CO (MeOH). Reaction conditions: temperature 100 celsius. Yields the product FC1=C(C(=CC=C1)F)NC(C1=C(C=CC(=C1)C=1N=C2N(C=CC=C2)C1C1=NC(=NC=C1)NC1=C(C=C(C(=C1)C)N1CCN(CC1)CCOC)OC)OC)=O (N-(2,6-difluorophenyl)-5-(3-{2-[(5-methyl-2-(methyloxy)-4-{4-[2-(methyloxy)ethyl]-1-piperazinyl}phenyl)amino]-4-pyrimidinyl}imidazo[1,2-a]pyridin-2-yl)-2-(methyloxy)benzamide). Isolated yield 45.9%. As a reaction SMILES: Cl[C:2]1[N:7]=[C:6]([C:8]2[N:12]3[CH:13]=[CH:14][CH:15]=[CH:16][C:11]3=[N:10][C:9]=2[C:17]2[CH:18]=[CH:19][C:20]([O:34][CH3:35])=[C:21]([CH:33]=2)[C:22]([NH:24][C:25]2[C:30]([F:31])=[CH:29][CH:28]=[CH:27][C:26]=2[F:32])=[O:23])[CH:5]=[CH:4][N:3]=1.[CH3:36][C:37]1[C:38]([N:46]2[CH2:51][CH2:50][N:49]([CH2:52][CH2:53][O:54][CH3:55])[CH2:48][CH2:47]2)=[CH:39][C:40]([O:44][CH3:45])=[C:41]([CH:43]=1)[NH2:42].C1(C)C=CC(S(O)(=O)=O)=CC=1.C(O)C(F)(F)F.N>CO.C(Cl)Cl>[F:32][C:26]1[CH:27]=[CH:28][CH:29]=[C:30]([F:31])[C:25]=1[NH:24][C:22](=[O:23])[C:21]1[CH:33]=[C:17]([C:9]2[N:10]=[C:11]3[CH:16]=[CH:15][CH:14]=[CH:13][N:12]3[C:8]=2[C:6]2[CH:5]=[CH:4][N:3]=[C:2]([NH:42][C:41]3[CH:43]=[C:37]([CH3:36])[C:38]([N:46]4[CH2:47][CH2:48][N:49]([CH2:52][CH2:53][O:54][CH3:55])[CH2:50][CH2:51]4)=[CH:39][C:40]=3[O:44][CH3:45])[N:7]=2)[CH:18]=[CH:19][C:20]=1[O:34][CH3:35]. Procedure details: 5-[3-(2-Chloro-4-pyrimidinyl)imidazo[1,2-a]pyridin-2-yl]-N-(2,6-difluorophenyl)-2-(methyloxy)benzamide (Intermediate Example 2) (200 mg, 0.4 mmol), 5-methyl-2-(methyloxy)-4-{4-[2-(methyloxy)ethyl]-1-piperazinyl}aniline (Example 241, step B) (102 mg, 0.37 mmol) and p-toluenesulfonicacid (185 mg, 0.98 mmol) were weighed into a 20 mL vial. 2 mL of trifluoroethanol was added and the mixture was heated to 100° C. for 72 h. 2 mL of 2 N ammonia in MeOH was added. The solvent was rotovaped down. The res... The reactants are CC1=CC(=NC2=CC=CC=C12)OC(C(=O)OC)C(C1=CC=CC=C1)(C1=CC=CC=C1)OC (methyl 2-(4-methyl-2-quinolinyloxy)-3-meth-oxy-3,3-diphenylpropionate), [OH-].[K+] (KOH). Run in O1CCOCC1 (dioxane), O (water). Conditions: temperature 60 celsius, time 20 hour. The product is CC1=CC(=NC2=CC=CC=C12)OC(C(=O)O)C(C1=CC=CC=C1)(C1=CC=CC=C1)OC (2-(4-Methyl-2-quinolinyloxy)-3-methoxy-3,3-diphenylpropionic acid). Yield: 57.6%. As a reaction SMILES: [CH3:1][C:2]1[C:11]2[C:6](=[CH:7][CH:8]=[CH:9][CH:10]=2)[N:5]=[C:4]([O:12][CH:13]([C:18]([O:31][CH3:32])([C:25]2[CH:30]=[CH:29][CH:28]=[CH:27][CH:26]=2)[C:19]2[CH:24]=[CH:23][CH:22]=[CH:21][CH:20]=2)[C:14]([O:16]C)=[O:15])[CH:3]=1.[OH-].[K+]>O1CCOCC1.O>[CH3:1][C:2]1[C:11]2[C:6](=[CH:7][CH:8]=[CH:9][CH:10]=2)[N:5]=[C:4]([O:12][CH:13]([C:18]([O:31][CH3:32])([C:25]2[CH:30]=[CH:29][CH:28]=[CH:27][CH:26]=2)[C:19]2[CH:20]=[CH:21][CH:22]=[CH:23][CH:24]=2)[C:14]([OH:16])=[O:15])[CH:3]=1 |f:1.2|. Procedure: 1.8 g (4.2 mmol) of methyl 2-(4-methyl-2-quinolinyloxy)-3-meth-oxy-3,3-diphenylpropionate were dissolved in 25 ml of dioxane, 8.4 ml of 1N KOH solution were added, and the mixture was stirred at 60° C. for 20 hours. The solution was diluted with 300 ml of water and extracted with ethyl acetate to remove unreacted ester and impurities. The aqueous phase was then adjusted to pH 1-2 with dilute hydrochloric acid and was extracted with ethyl acetate. Drying over magnesium sulfate and removal of the ... The reactants are C(C)(C)(C)C1=C(C=C(C(=O)N2[C@@](C[C@@H]([C@@H]2C=2SC=CC2)C2=NC=CN=C2)(C(=O)OC(C)(C)C)CC(C)C)C=C1)OC (rel-(2S,4S,5R)-1-(4-tert-butyl-3-methoxybenzoyl)-2-isobutyl-4-(pyrazin-2-yl)-5-(thiophen-2-yl)pyrrolidine-2-carboxylic acid, tert butyl ester), C(=O)(C(F)(F)F)O (TFA). The product is C(C)(C)(C)C1=C(C=C(C(=O)N2[C@@](C[C@@H]([C@@H]2C=2SC=CC2)C2=NC=CN=C2)(C(=O)O)CC(C)C)C=C1)OC (rel-(2S,4S,5R)-1-(4-tert-Butyl-3-methoxybenzoyl)-2-isobutyl-4-(pyrazin-2-yl)-5-(thien-2-yl)pyrrolidine-2-carboxylic acid). Reaction SMILES: [C:1]([C:5]1[CH:39]=[CH:38][C:8]([C:9]([N:11]2[C@@H:15]([C:16]3[S:17][CH:18]=[CH:19][CH:20]=3)[C@@H:14]([C:21]3[CH:26]=[N:25][CH:24]=[CH:23][N:22]=3)[CH2:13][C@@:12]2([CH2:34][CH:35]([CH3:37])[CH3:36])[C:27]([O:29]C(C)(C)C)=[O:28])=[O:10])=[CH:7][C:6]=1[O:40][CH3:41])([CH3:4])([CH3:3])[CH3:2].C(O)(C(F)(F)F)=O>>[C:1]([C:5]1[CH:39]=[CH:38][C:8]([C:9]([N:11]2[C@@H:15]([C:16]3[S:17][CH:18]=[CH:19][CH:20]=3)[C@@H:14]([C:21]3[CH:26]=[N:25][CH:24]=[CH:23][N:22]=3)[CH2:13][C@@:12]2([CH2:34][CH:35]([CH3:36])[CH3:37])[C:27]([OH:29])=[O:28])=[O:10])=[CH:7][C:6]=1[O:40][CH3:41])([CH3:3])([CH3:4])[CH3:2]. Reported procedure: The tert-butyl ester from stage A was deprotected with TFA in a similar manner to that described in Example 1, to afford the title compound as a solid.